Dataset: the Open Reaction Database (ORD), a public repository of structured organic reaction records. Task: describe an organic reaction: reactants, conditions, products, and yield Reactants: OC(CCCCC1=CC=C(C=C1)C=CC=1C=C(C=C(C1)O)O)(C)C (5-{2-[4-(5-hydroxy-5-methylhexyl)phenyl]vinyl}benzene-1,3-diol), [H][H] (hydrogen). Reagents/catalysts: [Pd] (palladium/carbon). Solvent: O1CCOCC1 (dioxane). Product: OC(CCCCC1=CC=C(C=C1)CCC=1C=C(C=C(C1)O)O)(C)C (5-{2-[4-(5-Hydroxy-5-methylhexyl)phenyl]ethyl}benzene-1,3-diol). RXN SMILES: [OH:1][C:2]([CH3:24])([CH3:23])[CH2:3][CH2:4][CH2:5][CH2:6][C:7]1[CH:12]=[CH:11][C:10]([CH:13]=[CH:14][C:15]2[CH:16]=[C:17]([OH:22])[CH:18]=[C:19]([OH:21])[CH:20]=2)=[CH:9][CH:8]=1.[H][H]>O1CCOCC1.[Pd]>[OH:1][C:2]([CH3:24])([CH3:23])[CH2:3][CH2:4][CH2:5][CH2:6][C:7]1[CH:8]=[CH:9][C:10]([CH2:13][CH2:14][C:15]2[CH:20]=[C:19]([OH:21])[CH:18]=[C:17]([OH:22])[CH:16]=2)=[CH:11][CH:12]=1. Procedure: 414 mg (1.27 mmol) of 5-{2-[4-(5-hydroxy-5-methylhexyl)phenyl]vinyl}benzene-1,3-diol in 40 ml of dioxane and 42 mg of 10% palladium/carbon are placed in a reactor. A hydrogen pressure of 7 bar is exerted for 4 hours at room temperature. The reaction medium is filtered on celite and the filtrate is evaporated. The product is crystallized from an ethyl acetate/hexane mixture. Starting materials: C(C)(=O)N1CCC(CC1)(C#C[Si](C)(C)C)O (1-acetyl-4-hydroxy-4-(2-trimethylsilylethynyl)piperidine), O (water), resultant mixture, mercuric sulfate, C(O)([O-])=O.[Na+] (sodium hydrogen carbonate). The reagents and catalysts are CN(C=O)C (N,N-dimethylformamide), S(O)(O)(=O)=O (sulfuric acid). Run in O1CCCC1 (tetrahydrofuran). Yields the product C(C)(=O)N1CCC(CC1)(O)C(C)=O (1,4-diacetyl-4-hydroxypiperidine). RXN SMILES: [C:1]([N:4]1[CH2:9][CH2:8][C:7]([OH:16])([C:10]#[C:11][Si](C)(C)C)[CH2:6][CH2:5]1)(=[O:3])[CH3:2].O.C(=O)([O-])[OH:19].[Na+]>O1CCCC1.CN(C)C=O.S(=O)(=O)(O)O>[C:1]([N:4]1[CH2:9][CH2:8][C:7]([C:10](=[O:19])[CH3:11])([OH:16])[CH2:6][CH2:5]1)(=[O:3])[CH3:2] |f:2.3|. Reported procedure: To a solution of 1-acetyl-4-hydroxy-4-(2-trimethylsilylethynyl)piperidine (13 g) in a mixture of tetrahydrofuran (100 ml), water (25 ml) and N,N-dimethylformamide (10 drops) were added mercuric sulfate (1.6 g) and sulfuric acid (10 drops), and the resultant mixture was stirred at ambient temperature for 15 hours. After adjusting pH to around 8 with sodium hydrogen carbonate, the reaction mixture was filtered with "florisil" (trademark, made by Floridin Co.) and the residue was washed with ethyl ... Yields the product CCCCc1nc(Cl)c(COCOCCOC)n1Cc1ccc(-c2ccccc2C(=O)NOC)cc1. Reactants: CCCCc1nc(Cl)c(COCOCCOC)n1Cc1ccc(-c2ccccc2C(=O)O)cc1, CCOC(C)=O, CN(C)C=O, CN1CCOCC1, ClC(Cl)Cl, O=C(Cl)C(=O)Cl, CON. RXN SMILES: [C:14](=[O:15])([OH:16])[c:17]1[c:18](-[c:23]2[cH:24][cH:25][c:26]([CH2:29][n:30]3[c:31]([CH2:44][CH2:45][CH2:46][CH3:47])[n:32][c:33]([Cl:43])[c:34]3[CH2:35][O:36][CH2:37][O:38][CH2:39][CH2:40][O:41][CH3:42])[cH:27][cH:28]2)[cH:19][cH:20][cH:21][cH:22]1.[CH3:55][CH2:56][O:57][C:58](=[O:59])[CH3:60].[CH3:61][N:62]([CH3:63])[CH:64]=[O:65].[CH3:7][N:8]1[CH2:9][CH2:10][O:11][CH2:12][CH2:13]1.[CH:51]([Cl:52])([Cl:53])[Cl:54].[Cl:1][C:2]([C:3]([Cl:4])=[O:5])=[O:6].[O:48]([CH3:49])[NH2:50]>>[C:14](=[O:15])([c:17]1[c:18](-[c:23]2[cH:24][cH:25][c:26]([CH2:29][n:30]3[c:31]([CH2:44][CH2:45][CH2:46][CH3:47])[n:32][c:33]([Cl:43])[c:34]3[CH2:35][O:36][CH2:37][O:38][CH2:39][CH2:40][O:41][CH3:42])[cH:27][cH:28]2)[cH:19][cH:20][cH:21][cH:22]1)[NH:50][O:48][CH3:49].